From a dataset of the Open Reaction Database (ORD), a public repository of structured organic reaction records. describe an organic reaction: reactants, conditions, products, and yield The reactants are BrC=1C(=NC(=NC1)Cl)NCCCO (3-(5-bromo-2-chloro-pyrimidin-4-ylamino)-propan-1-ol), [N+](=O)([O-])C1=C(C=CC=C1)O (2-nitro-phenol), C1(=CC=CC=C1)P(C1=CC=CC=C1)C1=CC=CC=C1 (triphenylphosphine), CCOC(=O)/N=N/C(=O)OCC (DEAD). Solvent: C1CCOC1 (THF). Reaction conditions: time 20 hour. Yields the product BrC=1C(=NC(=NC1)Cl)NCCCOC1=C(C=CC=C1)[N+](=O)[O-] ((5-Bromo-2-chloro-pyrimidin-4-yl)-[3-(2-nitro-phenoxy)-propyl]-amine). Reaction SMILES: [Br:1][C:2]1[C:3]([NH:9][CH2:10][CH2:11][CH2:12][OH:13])=[N:4][C:5]([Cl:8])=[N:6][CH:7]=1.[N+:14]([C:17]1[CH:22]=[CH:21][CH:20]=[CH:19][C:18]=1O)([O-:16])=[O:15].C1(P(C2C=CC=CC=2)C2C=CC=CC=2)C=CC=CC=1.CCOC(/N=N/C(OCC)=O)=O>C1COCC1>[Br:1][C:2]1[C:3]([NH:9][CH2:10][CH2:11][CH2:12][O:13][C:18]2[CH:19]=[CH:20][CH:21]=[CH:22][C:17]=2[N+:14]([O-:16])=[O:15])=[N:4][C:5]([Cl:8])=[N:6][CH:7]=1. Procedure details: A solution of 1.06 g (4.0 mmol) of 3-(5-bromo-2-chloro-pyrimidin-4-ylamino)-propan-1-ol, 0.65 g (4.8 mmol) of 2-nitro-phenol and 1.25 g (4.8 mmol) of triphenylphosphine in 30 ml of THF is mixed under argon at 0° C. with 0.8 ml of DEAD. The reaction mixture is heated to room temperature while being stirred. After 20 hours, the batch is spun in, and the residue is purified by chromatography (hexane/ethyl acetate 3:1, Flashmaster II). 1.15 g (3.0 mmol, corresponding to 74% of theory) of the product... Starting materials: BrB(Br)Br, COc1ccc2oc(-c3ccc(C(N)=O)nc3)cc2c1, ClCCl, [Na+], O=C([O-])O, O. Yields the product NC(=O)c1ccc(-c2cc3cc(O)ccc3o2)cn1. As a reaction SMILES: [B:24]([Br:25])([Br:26])[Br:27].[CH3:1][O:2][c:3]1[cH:4][cH:5][c:6]2[c:7]([cH:8][c:9](-[c:11]3[cH:12][cH:13][c:14]([C:17](=[O:18])[NH2:19])[n:15][cH:16]3)[o:10]2)[cH:20]1.[Cl:21][CH2:22][Cl:23].[Na+:32].[O-:28][C:29]([OH:30])=[O:31].[OH2:33]>>[OH:2][c:3]1[cH:4][cH:5][c:6]2[c:7]([cH:8][c:9](-[c:11]3[cH:12][cH:13][c:14]([C:17](=[O:18])[NH2:19])[n:15][cH:16]3)[o:10]2)[cH:20]1. The reactants are C(C)OC(C(=CN(C)C)C(=O)C1=NC=CN=C1Cl)=O (2-(3-Chloro-pyrazine-2-carbonyl)-3-dimethylamino-acrylic acid ethyl ester), C(C)OC(=O)C1=CN(C2=CC=CN=C2C1=O)CC1=C(C=CC=C1)C1=CC=CC=C1 (1-biphenyl-2-ylmethyl-4-oxo-1,4-dihydro-[1,5]naphthyridine-3-carboxylic acid ethyl ester). Isolated yield 36.7%. Reported procedure: 5-Biphenyl-2-ylmethyl-8-oxo-5,8-dihydro-pyrido[2,3-b]pyrazine-7-carboxylic acid ethyl ester (14) (0.600 g, 36.71%) was synthesized as a brown sticky solid from 1.2 g of 2-(3-chloro-pyrazine-2-carbonyl)-3-dimethylamino-acrylic acid ethyl ester (13) following the procedure described for 1-biphenyl-2-ylmethyl-4-oxo-1,4-dihydro-[1,5]naphthyridine-3-carboxylic acid ethyl ester (6). As a reaction SMILES: [CH2:1]([O:3][C:4](=[O:19])[C:5]([C:10]([C:12]1[C:17](Cl)=[N:16][CH:15]=[CH:14][N:13]=1)=[O:11])=[CH:6][N:7]([CH3:9])C)[CH3:2].C(OC(C1C(=O)C2C(=CC=CN=2)N(C[C:37]2[CH:42]=[CH:41][CH:40]=[CH:39][C:38]=2[C:43]2[CH:48]=[CH:47][CH:46]=[CH:45][CH:44]=2)C=1)=O)C>>[CH2:1]([O:3][C:4]([C:5]1[C:10](=[O:11])[C:12]2[C:17]([N:7]([CH2:9][C:48]3[CH:47]=[CH:46][CH:45]=[CH:44][C:43]=3[C:38]3[CH:37]=[CH:42][CH:41]=[CH:40][CH:39]=3)[CH:6]=1)=[N:16][CH:15]=[CH:14][N:13]=2)=[O:19])[CH3:2]. Yields the product C(C)OC(=O)C=1C(C=2C(=NC=CN2)N(C1)CC1=C(C=CC=C1)C1=CC=CC=C1)=O (5-Biphenyl-2-ylmethyl-8-oxo-5,8-dihydro-pyrido[2,3-b]pyrazine-7-carboxylic acid ethyl ester).